Dataset: the Open Reaction Database (ORD), a public repository of structured organic reaction records. Task: describe an organic reaction: reactants, conditions, products, and yield The reactants are CO, Cl, CC(C)[Si](OCCn1c(C(N)=O)c(Nc2ccc(I)cc2F)c2cnccc21)(C(C)C)C(C)C. The product is NC(=O)c1c(Nc2ccc(I)cc2F)c2cnccc2n1CCO. Reaction SMILES: [CH3:36][OH:37].[ClH:35].[F:1][c:2]1[c:3]([NH:9][c:10]2[c:11]([C:32](=[O:33])[NH2:34])[n:12]([CH2:19][CH2:20][O:21][Si:22]([CH:23]([CH3:24])[CH3:25])([CH:26]([CH3:27])[CH3:28])[CH:29]([CH3:30])[CH3:31])[c:13]3[c:14]2[cH:15][n:16][cH:17][cH:18]3)[cH:4][cH:5][c:6]([I:8])[cH:7]1>>[F:1][c:2]1[c:3]([NH:9][c:10]2[c:11]([C:32](=[O:33])[NH2:34])[n:12]([CH2:19][CH2:20][OH:21])[c:13]3[c:14]2[cH:15][n:16][cH:17][cH:18]3)[cH:4][cH:5][c:6]([I:8])[cH:7]1. Starting materials: C(C)(C)(C)OC(=O)N1CCN(CC1)C(=O)[C@@H]1CC[C@H](CC1)C1=C2C(=NN1)C1=CC=CC(=C1C2=O)NC(NN2CCOCC2)=O (3-(trans-4-(4-(t-butoxycarbonyl)piperazinocarbonyl)cyclohexyl)-5-(morpholinocarbamoylamino)indeno[1,2-c]pyrazol-4-one), C(=O)(C(F)(F)F)O (TFA). Yields the product N1(CCNCC1)C(=O)[C@@H]1CC[C@H](CC1)C1=C2C(=NN1)C1=CC=CC(=C1C2=O)NC(NN2CCOCC2)=O (3-(trans-4-(piperazinocarbonyl)cyclohexyl)-5-(morpholinocarbamoylamino)indeno[1,2-c]pyrazol-4-one). As a reaction SMILES: C(OC([N:8]1[CH2:13][CH2:12][N:11]([C:14]([C@H:16]2[CH2:21][CH2:20][C@H:19]([C:22]3[NH:26][N:25]=[C:24]4[C:27]5[C:32]([C:33](=[O:34])[C:23]=34)=[C:31]([NH:35][C:36](=[O:44])[NH:37][N:38]3[CH2:43][CH2:42][O:41][CH2:40][CH2:39]3)[CH:30]=[CH:29][CH:28]=5)[CH2:18][CH2:17]2)=[O:15])[CH2:10][CH2:9]1)=O)(C)(C)C.C(O)(C(F)(F)F)=O>>[N:11]1([C:14]([C@H:16]2[CH2:21][CH2:20][C@H:19]([C:22]3[NH:26][N:25]=[C:24]4[C:27]5[C:32]([C:33](=[O:34])[C:23]=34)=[C:31]([NH:35][C:36](=[O:44])[NH:37][N:38]3[CH2:39][CH2:40][O:41][CH2:42][CH2:43]3)[CH:30]=[CH:29][CH:28]=5)[CH2:18][CH2:17]2)=[O:15])[CH2:12][CH2:13][NH:8][CH2:9][CH2:10]1. Procedure: Prepared in a similar fashion as described for exampleCXXVI, step 7, using 3-(trans-4-(4-(t-butoxycarbonyl)piperazinocarbonyl)cyclohexyl)-5-(morpholinocarbamoylamino)indeno[1,2-c]pyrazol-4-one as the starting material. mp 247-248° C. (TFA salt); ESI-MS (M+H) calc'd for C26H34N7O4: 508.2672, found: 508.2670. Starting materials: CCCCOc1c(CN(C(=O)[O-])C(C)(C)C)n(CC(C)C)c(=O)c2ccc(-c3cnco3)cc12, CCOC(C)=O, Cl. Yields the product Cl, CCCCOc1c(CN)n(CC(C)C)c(=O)c2ccc(-c3cnco3)cc12. As a reaction SMILES: [C:1]([N:5]([C:2](=[O:3])[O-:4])[CH2:9][c:10]1[n:11]([CH2:31][CH:32]([CH3:33])[CH3:34])[c:12](=[O:30])[c:13]2[cH:14][cH:15][c:16](-[c:25]3[cH:26][n:27][cH:28][o:29]3)[cH:17][c:18]2[c:19]1[O:20][CH2:21][CH2:22][CH2:23][CH3:24])([CH3:6])([CH3:7])[CH3:8].[CH3:36][CH2:37][O:38][C:39](=[O:40])[CH3:41].[ClH:35]>>[ClH:35].[NH2:5][CH2:9][c:10]1[n:11]([CH2:31][CH:32]([CH3:33])[CH3:34])[c:12](=[O:30])[c:13]2[cH:14][cH:15][c:16](-[c:25]3[cH:26][n:27][cH:28][o:29]3)[cH:17][c:18]2[c:19]1[O:20][CH2:21][CH2:22][CH2:23][CH3:24]. Reactants: CN1C(=C(C=2C=CC=CC2S1(=O)=O)O)C(=O)NC=3C=CC=CN3 (piroxicam), pale yellow foam, C(OC(C)Cl)(OCCC)=O (alpha-chloroethyl propyl carbonate). Yields the product C(CC)OC(=O)OC(C)OC1=C(N(S(C2=C1C=CC=C2)(=O)=O)C)C(=O)NC2=NC=CC=C2 (4-[1-(Propoxycarbonyloxy)ethoxy]-2-methyl-N-(2-pyridyl)-2H-1,2-benzothiazine-3-carboxamide 1,1-Dioxide). RXN SMILES: [CH3:1][N:2]1[S:11](=[O:13])(=[O:12])[C:10]2[CH:9]=[CH:8][CH:7]=[CH:6][C:5]=2[C:4]([OH:14])=[C:3]1[C:15]([NH:17][C:18]1[CH:19]=[CH:20][CH:21]=[CH:22][N:23]=1)=[O:16].[C:24](=[O:33])([O:29][CH2:30][CH2:31][CH3:32])[O:25][CH:26](Cl)[CH3:27]>>[CH2:30]([O:29][C:24]([O:25][CH:26]([O:14][C:4]1[C:5]2[CH:6]=[CH:7][CH:8]=[CH:9][C:10]=2[S:11](=[O:13])(=[O:12])[N:2]([CH3:1])[C:3]=1[C:15]([NH:17][C:18]1[CH:19]=[CH:20][CH:21]=[CH:22][N:23]=1)=[O:16])[CH3:27])=[O:33])[CH2:31][CH3:32]. Procedure: By the procedure of Example 6, piroxicam (3.00 g, 9.1 mmol) and alpha-chloroethyl propyl carbonate (4.52 g, 27.2 mmol) were converted to chromatographed title product, 3.47 g pale yellow foam (7.5 mmol, 83.0%) which gave 3.00 g white crystals from isopropyl alcohol: mp 150°-151° C.; IR (KBr) 1760, 1678 cm-1 : 1H NMR (CDCl3) delta 0.84 (t, J=7 Hz, 3H), 1.46-1.65 (m, 2H), 1.75 (d, J=6 Hz, 3H), 3.11 (s, 3H), 3.97 (t, J=7 Hz, 2H), 6.35 (q, J=6 Hz, 1H), 7.04-7.16 (m, 1H), 7.62-7.97 (m, 5H), 8.30-8.41... RXN SMILES: [CH2:48]([Cl:49])[Cl:50].[CH3:37][CH2:38][N:39]=[C:40]=[N:41][CH2:42][CH2:43][CH2:44][N:45]([CH3:46])[CH3:47].[NH2:28][CH2:29][c:30]1[n:31][cH:32][c:33]([F:36])[cH:34][cH:35]1.[c:1]1(-[c:7]2[cH:8][n:9]([S:16](=[O:17])(=[O:18])[c:19]3[cH:20][cH:21][c:22]([C:23](=[O:24])[OH:25])[cH:26][cH:27]3)[c:10]3[cH:11][cH:12][cH:13][cH:14][c:15]23)[cH:2][cH:3][cH:4][cH:5][cH:6]1>>[c:1]1(-[c:7]2[cH:8][n:9]([S:16](=[O:17])(=[O:18])[c:19]3[cH:20][cH:21][c:22]([C:23](=[O:24])[NH:28][CH2:29][c:30]4[n:31][cH:32][c:33]([F:36])[cH:34][cH:35]4)[cH:26][cH:27]3)[c:10]3[cH:11][cH:12][cH:13][cH:14][c:15]23)[cH:2][cH:3][cH:4][cH:5][cH:6]1. The reactants are ClCCl, CCN=C=NCCCN(C)C, NCc1ccc(F)cn1, O=C(O)c1ccc(S(=O)(=O)n2cc(-c3ccccc3)c3ccccc32)cc1. The product is O=C(NCc1ccc(F)cn1)c1ccc(S(=O)(=O)n2cc(-c3ccccc3)c3ccccc32)cc1. As a reaction SMILES: [CH2:33]([CH3:34])[NH:35][CH2:36][CH3:37].[CH3:1][O:2][C:3]([c:4]1[c:5]([N:13]([S:14](=[O:15])(=[O:16])[c:17]2[cH:18][cH:19][c:20]([O:23][CH3:24])[cH:21][cH:22]2)[CH2:25][c:26]2[cH:27][cH:28][cH:29][cH:30][cH:31]2)[c:6]([CH3:12])[cH:7][c:8]([CH2:10][Br:11])[cH:9]1)=[O:32].[Cl:44][CH2:45][Cl:46].[cH:38]1[cH:39][cH:40][n:41][cH:42][cH:43]1>>[CH3:1][O:2][C:3]([c:4]1[c:5]([N:13]([S:14](=[O:15])(=[O:16])[c:17]2[cH:18][cH:19][c:20]([O:23][CH3:24])[cH:21][cH:22]2)[CH2:25][c:26]2[cH:27][cH:28][cH:29][cH:30][cH:31]2)[c:6]([CH3:12])[cH:7][c:8]([CH2:10][N:35]([CH2:33][CH3:34])[CH2:36][CH3:37])[cH:9]1)=[O:32]. The product is CCN(CC)Cc1cc(C)c(N(Cc2ccccc2)S(=O)(=O)c2ccc(OC)cc2)c(C(=O)OC)c1. Starting materials: CCNCC, COC(=O)c1cc(CBr)cc(C)c1N(Cc1ccccc1)S(=O)(=O)c1ccc(OC)cc1, ClCCl, c1ccncc1.